Dataset: the Open Reaction Database (ORD), a public repository of structured organic reaction records. Task: describe an organic reaction: reactants, conditions, products, and yield Starting materials: CCN(CC)C(=O)c1ccc(C(c2cccc(C#N)c2)N2CCN(Cc3ccccc3)CC2)cc1, CC(C)(C)O, ClCCl, [K+], [OH-]. The product is CCN(CC)C(=O)c1ccc(C(c2cccc(C(N)=O)c2)N2CCN(Cc3ccccc3)CC2)cc1. Reaction SMILES: [CH2:1]([CH3:2])[N:3]([C:4](=[O:5])[c:6]1[cH:7][cH:8][c:9]([CH:12]([c:13]2[cH:14][c:15]([C:16]#[N:17])[cH:18][cH:19][cH:20]2)[N:21]2[CH2:22][CH2:23][N:24]([CH2:27][c:28]3[cH:29][cH:30][cH:31][cH:32][cH:33]3)[CH2:25][CH2:26]2)[cH:10][cH:11]1)[CH2:34][CH3:35].[CH3:38][C:39]([OH:40])([CH3:41])[CH3:42].[Cl:43][CH2:44][Cl:45].[K+:37].[OH-:36]>>[CH2:1]([CH3:2])[N:3]([C:4](=[O:5])[c:6]1[cH:7][cH:8][c:9]([CH:12]([c:13]2[cH:14][c:15]([C:16]([NH2:17])=[O:36])[cH:18][cH:19][cH:20]2)[N:21]2[CH2:22][CH2:23][N:24]([CH2:27][c:28]3[cH:29][cH:30][cH:31][cH:32][cH:33]3)[CH2:25][CH2:26]2)[cH:10][cH:11]1)[CH2:34][CH3:35].